Task: describe an organic reaction: reactants, conditions, products, and yield. Dataset: the Open Reaction Database (ORD), a public repository of structured organic reaction records Reactants: [H-].[Na+] (sodium hydride), [H-].[Na+] (sodium hydride), CC1C=2C=CC=CC2C=2NC(C=3N(C21)C=CN3)=O (10-methyl-5H,10H-imidazo-[1,2-a]indeno[1,2-e]pyrazin-4-one), C[Si](Cl)(C)C (trimethylchlorosilane), Cl.ClCC=1N(C=CN1)C (2-chloromethyl-1-methylimidazole hydrochloride). Solvent: O (water), C(C)(=O)O (acetic acid), CN(C=O)C (dimethylformamide). Reaction conditions: time 10 minute. Yields the product CC1(C=2C=CC=CC2C=2NC(C=3N(C21)C=CN3)=O)CC=3N(C=CN3)C (10-methyl-10-[(l-methylimidazol-2-yl)methyl]-5H,10H-imidazo[1,2-a]indeno[1,2-e]pyrazin-4-one). Yield: 33.4%. RXN SMILES: [H-].[Na+].[CH3:3][CH:4]1[C:16]2[N:15]3[CH:17]=[CH:18][N:19]=[C:14]3[C:13](=[O:20])[NH:12][C:11]=2[C:10]2[CH:9]=[CH:8][CH:7]=[CH:6][C:5]1=2.C[Si](C)(C)Cl.Cl.Cl[CH2:28][C:29]1[N:30]([CH3:34])[CH:31]=[CH:32][N:33]=1>CN(C)C=O.O.C(O)(=O)C>[CH3:3][C:4]1([CH2:28][C:29]2[N:30]([CH3:34])[CH:31]=[CH:32][N:33]=2)[C:16]2[N:15]3[CH:17]=[CH:18][N:19]=[C:14]3[C:13](=[O:20])[NH:12][C:11]=2[C:10]2[CH:9]=[CH:8][CH:7]=[CH:6][C:5]1=2 |f:0.1,4.5|. Procedure details: 0.4 g of 80% sodium hydride is added over 5 minutes to a stirred solution, under an argon atmosphere, of 0.6 g of 10-methyl-5H,10H-imidazo-[1,2-a]indeno[1,2-e]pyrazin-4-one in 30 ml of dimethylformamide. The stirring is continued for 10 minutes at a temperature in the region of 20° C., then 0.35 ml of trimethylchlorosilane is added and the stirring is continued for 10 minutes. 82 mg of sodium hydride are then added and the stirring is continued for 1 hour. 0.5 g of 2-chloromethyl-1-methylimidazo... The reactants are COC=1C=C(C=CC1)C1=NC=CC=C1 (2-(3-methoxyphenyl)pyridine), Cl.N1=CC=CC=C1 (pyridine hydrochloride), [OH-].[Na+] (sodium hydroxide). Run in O (water). Reaction conditions: temperature 190 celsius, time 8 hour. Yields the product N1=C(C=CC=C1)C=1C=C(C=CC1)O (3-(pyridine-2-yl)phenol). RXN SMILES: C[O:2][C:3]1[CH:4]=[C:5]([C:9]2[CH:14]=[CH:13][CH:12]=[CH:11][N:10]=2)[CH:6]=[CH:7][CH:8]=1.Cl.N1C=CC=CC=1.[OH-].[Na+]>O>[N:10]1[CH:11]=[CH:12][CH:13]=[CH:14][C:9]=1[C:5]1[CH:4]=[C:3]([OH:2])[CH:8]=[CH:7][CH:6]=1 |f:1.2,3.4|. Procedure details: To a 500 mL round bottom flask was added 2-(3-methoxyphenyl)pyridine (21.3 g, 115 mmol) and pyridine hydrochloride (107.5 g, 930 mmol). The reaction mixture was heated to 190° C. for 8 hours under nitrogen. The reaction mixture was cooled slightly and water was added. The mixture was stirred overnight. The pH of the solution was adjusted to 7 with 10% sodium hydroxide solution, extracted three times with dichloromethane. The organic layers were washed with 10% LiCl solution, brine, dried over ma... Run at temperature 80 celsius, time 2 hour. The product is C(C#CC)OC1=NC=NC(=C1F)OC1=CC=CC=C1 (4-(2-butynyloxy)-5-fluoro-6-phenoxypyrimidine). The yield is 93.2%. Procedure details: To 2 ml of N,N-dimethylformamide were added 0.1 g of 4-chloro-6-(2-butynyloxy)-5-fluoropyrimidine, 0.1 g of potassium carbonate, and 0.06 g of phenol, followed by stirring at 80° C. for 2 hours. The reaction mixture was left for cooling to room temperature and poured into a saturated aqueous ammonium chloride solution, which was extracted three times with t-butyl methyl ether. The organic layers were combined, washed with brine, dried over anhydrous magnesium sulfate, and then concentrated. The ... Starting materials: ClC1=NC=NC(=C1F)OCC#CC (4-chloro-6-(2-butynyloxy)-5-fluoropyrimidine), C([O-])([O-])=O.[K+].[K+] (potassium carbonate), C1(=CC=CC=C1)O (phenol), [Cl-].[NH4+] (ammonium chloride). Solvent: CN(C=O)C (N,N-dimethylformamide). As a reaction SMILES: Cl[C:2]1[C:7]([F:8])=[C:6]([O:9][CH2:10][C:11]#[C:12][CH3:13])[N:5]=[CH:4][N:3]=1.C(=O)([O-])[O-].[K+].[K+].[C:20]1([OH:26])[CH:25]=[CH:24][CH:23]=[CH:22][CH:21]=1.[Cl-].[NH4+]>CN(C)C=O>[CH2:10]([O:9][C:6]1[C:7]([F:8])=[C:2]([O:26][C:20]2[CH:25]=[CH:24][CH:23]=[CH:22][CH:21]=2)[N:3]=[CH:4][N:5]=1)[C:11]#[C:12][CH3:13] |f:1.2.3,5.6|. The reactants are BrC=1C=C(SC1)C(=O)O (4-bromo-2-thiophenecarboxylic acid), OS(=O)(=O)O (H2SO4), CO (MeOH), [OH-].[Na+] (NaOH), ice H2O. Product: BrC=1C=C(SC1)C(=O)OC (methyl 4-bromo-2-thiophenecarboxylate). Reaction SMILES: [Br:1][C:2]1[CH:3]=[C:4]([C:7]([OH:9])=[O:8])[S:5][CH:6]=1.OS(O)(=O)=O.[OH-].[Na+].[CH3:17]O>>[Br:1][C:2]1[CH:3]=[C:4]([C:7]([O:9][CH3:17])=[O:8])[S:5][CH:6]=1 |f:2.3|. Procedure details: To a solution of 4-bromo-2-thiophenecarboxylic acid (4 g, 19 mmol) in MeOH (100 mL) was added H2SO4 (5 mL) dropwise at 25° C. The solution was stirred for 12 h at 50° C. and was poured into ice-H2O and the pH was adjusted to 11 with aqueous NaOH. The aqueous phase was extracted several times with DCM and the combined organic fractions were dried over Na2SO4, concentrated and used directly (4.27 g, quant.): LCMS (ES) m/z 222 (M+H)+. Run at temperature 50 celsius, time 12 hour. The reactants are OC1=CC(=C(C(=C1)C)C1=CC(=CC=C1)COC1=CC=C(C=C1)CCC(=O)OC)C (methyl 3-{4-[(4′-hydroxy-2′,6′-dimethylbiphenyl-3-yl)methoxy]phenyl}propanoate), C([O-])([O-])=O.[K+].[K+] (potassium carbonate), [I-].[Na+] (sodium iodide), COCCl (chloromethyl methyl ether), [OH-].[Na+] (sodium hydroxide), Cl (hydrochloric acid). Solvent: CN(C=O)C (N,N-dimethylformamide), C(C)(=O)OCC (ethyl acetate), C(C)(=O)OCC (ethyl acetate), O1CCCC1 (tetrahydrofuran), CO (methanol). Product: COCOC1=CC(=C(C(=C1)C)C1=CC(=CC=C1)COC1=CC=C(C=C1)CCC(=O)O)C (3-(4-{[4′-(methoxymethoxy)-2′,6′-dimethylbiphenyl-3-yl]methoxy}phenyl)propanoic acid). Isolated yield 22.3%. Reaction SMILES: [OH:1][C:2]1[CH:7]=[C:6]([CH3:8])[C:5]([C:9]2[CH:14]=[CH:13][CH:12]=[C:11]([CH2:15][O:16][C:17]3[CH:22]=[CH:21][C:20]([CH2:23][CH2:24][C:25]([O:27]C)=[O:26])=[CH:19][CH:18]=3)[CH:10]=2)=[C:4]([CH3:29])[CH:3]=1.C(=O)([O-])[O-].[K+].[K+].[I-].[Na+].[CH3:38][O:39][CH2:40]Cl.[OH-].[Na+].Cl>CN(C)C=O.C(OCC)(=O)C.O1CCCC1.CO>[CH3:38][O:39][CH2:40][O:1][C:2]1[CH:7]=[C:6]([CH3:8])[C:5]([C:9]2[CH:14]=[CH:13][CH:12]=[C:11]([CH2:15][O:16][C:17]3[CH:18]=[CH:19][C:20]([CH2:23][CH2:24][C:25]([OH:27])=[O:26])=[CH:21][CH:22]=3)[CH:10]=2)=[C:4]([CH3:29])[CH:3]=1 |f:1.2.3,4.5,7.8|. Procedure details: To a solution of methyl 3-{4-[(4′-hydroxy-2′,6′-dimethylbiphenyl-3-yl)methoxy]phenyl}propanoate (0.50 g, 1.28 mmol), potassium carbonate (0.35 g, 2.56 mmol) and sodium iodide (0.19 g, 1.28 mmol) in N,N-dimethylformamide (5.0 mL) was added chloromethyl methyl ether (0.13 mL, 1.66 mmol) at room temperature with stirring and the mixture was stirred at 50° C. for 24 hrs. The reaction mixture was diluted with ethyl acetate, washed with water and saturated brine, dried and concentrated under reduced p... Starting materials: OS(=O)[O-].[Na+] (NaHSO3), C(=O)(OC(C)(C)C)N1CC(CCC1)=O (N-Boc-3-piperidone), C1CCOC1 (THF), [C-]#N.[K+] (KCN). The solvent is O (H2O), C(Cl)Cl (DCM), O (H2O). Run at temperature 0 celsius, time 1 hour. Product: C(#N)C1(CN(CCC1)C(=O)OC(C)(C)C)O (tert-butyl 3-cyano-3-hydroxypiperidine-1-carboxylate). The yield is 100.4%. Reaction SMILES: [C:1]([N:8]1[CH2:13][CH2:12][CH2:11][C:10](=[O:14])[CH2:9]1)([O:3][C:4]([CH3:7])([CH3:6])[CH3:5])=[O:2].C1COCC1.[C-:20]#[N:21].[K+].OS([O-])=O.[Na+]>C(Cl)Cl.O>[C:20]([C:10]1([OH:14])[CH2:11][CH2:12][CH2:13][N:8]([C:1]([O:3][C:4]([CH3:7])([CH3:6])[CH3:5])=[O:2])[CH2:9]1)#[N:21] |f:2.3,4.5|. Procedure details: To a solution of N-Boc-3-piperidone (5.00 g, 25.1 mmol) and THF (15 mL) was added KCN (2.34 g, 37.6 mmol) and H2O (15 mL) and the resulting solution was cooled to 0° C. To the resulting homogeneous orange solution was added a solution of NaHSO3 (1.25 g, 37.6 mmol) and H2O (15 mL). The resulting solution was stirred at 0° C. for 1 hour. The solution was twice extracted DCM and the combined extracts were dried by Na2SO4, filtered and evaporated to afford title compound 5.7 g as white solid. MS (m/...